This data is from the Open Reaction Database (ORD), a public repository of structured organic reaction records. The task is: describe an organic reaction: reactants, conditions, products, and yield Reactants: N(=O)[O-].[Na+] (NaNO2), Cl.NC1=C(C=C(C(CNC(C)(C)C)OC)C=C1Cl)Cl (4-amino-N-tert-butyl-3,5-dichloro-β-methoxyphenethylamine hydrochloride), [OH-].[Na+] (NaOH). Solvent: O (H2O), [PH2](=O)O (hypophosphorous acid). Reaction conditions: temperature 5 celsius, time 0.5 hour. Yields the product Cl.C(C)(C)(C)NCC(C1=CC(=CC(=C1)Cl)Cl)OC (N-tert-Butyl-3,5-dichloro-β-methoxyphenethylamine hydrochloride). Isolated yield 163.2%. As a reaction SMILES: Cl.N[C:3]1[C:17]([Cl:18])=[CH:16][C:6]([CH:7]([O:14][CH3:15])[CH2:8][NH:9][C:10]([CH3:13])([CH3:12])[CH3:11])=[CH:5][C:4]=1[Cl:19].N([O-])=O.[Na+].[OH-].[Na+]>[PH2](O)=O.O>[ClH:18].[C:10]([NH:9][CH2:8][CH:7]([O:14][CH3:15])[C:6]1[CH:16]=[C:17]([Cl:18])[CH:3]=[C:4]([Cl:19])[CH:5]=1)([CH3:13])([CH3:12])[CH3:11] |f:0.1,2.3,4.5,8.9|. Reported procedure: A mixture containing 6.55 g of 4-amino-N-tert-butyl-3,5-dichloro-β-methoxyphenethylamine hydrochloride in 66 ml of 50% hypophosphorous acid is cooled to 5° C. and 1.52 g of NaNO2 in 15 ml of H2O is added dropwise. Rapid foaming occurs from gas evolution and after 0.5 hours at 5° C., the mixture is stirred further at room temperature for two hours. It is then made alkaline with 50% aqueous NaOH solution, and the mixture is kept at below 25° C. with addition of ice. The mixture is extracted with 3...